Dataset: the Open Reaction Database (ORD), a public repository of structured organic reaction records. Task: describe an organic reaction: reactants, conditions, products, and yield The reactants are COC(=O)C(C)(C)Cc1c(Cc2ccc(Cl)cc2)c2ccc(OC(=O)c3ccc(Cl)cc3)cc2n1C, C[O-], CO, [Na+]. Yields the product COC(=O)C(C)(C)Cc1c(Cc2ccc(Cl)cc2)c2ccc(O)cc2n1C. As a reaction SMILES: [CH3:1][n:2]1[c:3]([CH2:29][C:30]([C:31](=[O:32])[O:33][CH3:34])([CH3:35])[CH3:36])[c:4]([CH2:21][c:22]2[cH:23][cH:24][c:25]([Cl:28])[cH:26][cH:27]2)[c:5]2[cH:6][cH:7][c:8]([O:11][C:12](=[O:13])[c:14]3[cH:15][cH:16][c:17]([Cl:18])[cH:19][cH:20]3)[cH:9][c:10]12.[CH3:37][O-:38].[CH3:40][OH:41].[Na+:39]>>[CH3:1][n:2]1[c:3]([CH2:29][C:30]([C:31](=[O:32])[O:33][CH3:34])([CH3:35])[CH3:36])[c:4]([CH2:21][c:22]2[cH:23][cH:24][c:25]([Cl:28])[cH:26][cH:27]2)[c:5]2[cH:6][cH:7][c:8]([OH:11])[cH:9][c:10]12. The yield is 81.0%. Product: C1(=CC=CC=C1)[C@H](CC1=CC=C(C=C1)C)NC(=O)[C@@H]1[C@]2(C)[C@@H](CC1)[C@@H]1CC=C3NC(CC[C@]3(C)[C@H]1CC2)=O (N-[(S)-1-Phenyl-2-(4-methylphenyl)ethyl]-3-oxo-4-azaandrost-5-ene-17β-carboxamide). As a reaction SMILES: [O:1]=[C:2]1[CH2:19][CH2:18][C@@:17]2([CH3:20])[C:4](=[CH:5][CH2:6][C@@H:7]3[C@@H:16]2[CH2:15][CH2:14][C@@:12]2([CH3:13])[C@H:8]3[CH2:9][CH2:10][C@@H:11]2[C:21]([OH:23])=O)[NH:3]1.[C:24]1([C@@H:30]([NH2:39])[CH2:31][C:32]2[CH:37]=[CH:36][C:35]([CH3:38])=[CH:34][CH:33]=2)[CH:29]=[CH:28][CH:27]=[CH:26][CH:25]=1>>[C:24]1([C@@H:30]([NH:39][C:21]([C@H:11]2[CH2:10][CH2:9][C@H:8]3[C@H:7]4[C@H:16]([CH2:15][CH2:14][C@:12]23[CH3:13])[C@:17]2([CH3:20])[C:4]([NH:3][C:2](=[O:1])[CH2:19][CH2:18]2)=[CH:5][CH2:6]4)=[O:23])[CH2:31][C:32]2[CH:33]=[CH:34][C:35]([CH3:38])=[CH:36][CH:37]=2)[CH:29]=[CH:28][CH:27]=[CH:26][CH:25]=1. Starting materials: O=C1NC2=CC[C@H]3[C@@H]4CC[C@@H]([C@@]4(C)CC[C@@H]3[C@]2(CC1)C)C(=O)O (3-oxo-4-azaandrost-5-ene-17β-carboxylic acid), C1(=CC=CC=C1)[C@H](CC1=CC=C(C=C1)C)N ((S)-1-phenyl-2-(4-methylphenyl)ethylamine). Reported procedure: The title compound was prepared in a yield of 81% in a similar manner to that described in Example 1 by reacting 3-oxo-4-azaandrost-5-ene-17β-carboxylic acid and (S)-1-phenyl-2-(4-methylphenyl)ethylamine. Starting materials: CCN=C=NCCCN(C)C, CC#N, Nc1ccc(Nc2cc(Cl)nn3ccnc23)cc1, O=C(O)c1cccn(-c2ccc(F)cc2)c1=O, CN(C)C=O, On1nnc2ccccc21. Product: O=C(Nc1ccc(Nc2cc(Cl)nn3ccnc23)cc1)c1cccn(-c2ccc(F)cc2)c1=O. Reaction SMILES: [CH3:36][CH2:37][N:38]=[C:39]=[N:40][CH2:41][CH2:42][CH2:43][N:44]([CH3:45])[CH3:46].[CH3:57][C:58]#[N:59].[Cl:1][c:2]1[cH:3][c:4]([NH:11][c:12]2[cH:13][cH:14][c:15]([NH2:18])[cH:16][cH:17]2)[c:5]2[n:6]([n:7]1)[cH:8][cH:9][n:10]2.[F:19][c:20]1[cH:21][cH:22][c:23](-[n:26]2[c:27](=[O:35])[c:28]([C:32](=[O:33])[OH:34])[cH:29][cH:30][cH:31]2)[cH:24][cH:25]1.[O:60]=[CH:61][N:62]([CH3:63])[CH3:64].[OH:47][n:48]1[c:49]2[c:50]([cH:51][cH:52][cH:53][cH:54]2)[n:55][n:56]1>>[Cl:1][c:2]1[cH:3][c:4]([NH:11][c:12]2[cH:13][cH:14][c:15]([NH:18][C:32]([c:28]3[c:27](=[O:35])[n:26](-[c:23]4[cH:22][cH:21][c:20]([F:19])[cH:25][cH:24]4)[cH:31][cH:30][cH:29]3)=[O:33])[cH:16][cH:17]2)[c:5]2[n:6]([n:7]1)[cH:8][cH:9][n:10]2. Starting materials: FC1=NC=C(C=C1)CC(C)(C)C (2-fluoro-5-neopentylpyridine), [Si](C)(C)(C(C)(C)C)OC1(CCC1)CC=O (2-(1-(tert-butyldimethylsilyloxy)cyclobutyl) acetaldehyde), CC1(NC(CCC1)(C)C)C (2,2,6,6-tetramethylpiperidine), C(CCC)[Li] (Butyllithium). Run in O (H2O), C1CCOC1 (THF), C1CCOC1 (THF), C1CCOC1 (THF). Conditions: temperature -78 celsius, time 3 minute. Yields the product [Si](C)(C)(C(C)(C)C)OC1(CCC1)CC(O)C=1C(=NC=C(C1)CC(C)(C)C)F (2-(1-(tert-butyldimethylsilyloxy)cyclobutyl)-1-(2-fluoro-5-neopentylpyridin-3-yl)ethanol). As a reaction SMILES: CC1(C)CCCC(C)(C)N1.C([Li])CCC.[F:16][C:17]1[CH:22]=[CH:21][C:20]([CH2:23][C:24]([CH3:27])([CH3:26])[CH3:25])=[CH:19][N:18]=1.[Si:28]([O:35][C:36]1([CH2:40][CH:41]=[O:42])[CH2:39][CH2:38][CH2:37]1)([C:31]([CH3:34])([CH3:33])[CH3:32])([CH3:30])[CH3:29]>C1COCC1.O>[Si:28]([O:35][C:36]1([CH2:40][CH:41]([C:22]2[C:17]([F:16])=[N:18][CH:19]=[C:20]([CH2:23][C:24]([CH3:27])([CH3:26])[CH3:25])[CH:21]=2)[OH:42])[CH2:37][CH2:38][CH2:39]1)([C:31]([CH3:34])([CH3:33])[CH3:32])([CH3:30])[CH3:29]. Procedure details: 2,2,6,6-tetramethylpiperidine (13.0 ml, 76.5 mmol) was dissolved in 500 ml THF and cooled to −78° C. Butyllithium (26.8 ml, 67.0 mmol) was added over the period of 10 min and the reaction was allowed to warm up to 0° C. and kept there for 3 min. The mixture was cooled back to −78° C. and a solution of 2-fluoro-5-neopentylpyridine (8.000 g, 47.8 mmol) in 10 ml THF was added over the period of 30 min. The mixture was stirred for 20 min at the same temperature and a solution of 2-(1-(tert-butyldime... Reactants: COc1cc(N2CCC(N3CC4CC3CN4)CC2)ccc1[N+](=O)[O-], FCCI, [K+], [K+], O=C([O-])[O-], CN(C)C=O. The product is COc1cc(N2CCC(N3CC4CC3CN4CCF)CC2)ccc1[N+](=O)[O-]. RXN SMILES: [CH3:1][O:2][c:3]1[cH:4][c:5]([N:12]2[CH2:13][CH2:14][CH:15]([N:18]3[CH:19]4[CH2:20][NH:21][CH:22]([CH2:23]3)[CH2:24]4)[CH2:16][CH2:17]2)[cH:6][cH:7][c:8]1[N+:9](=[O:10])[O-:11].[I:31][CH2:32][CH2:33][F:34].[K+:25].[K+:26].[O-:27][C:28]([O-:29])=[O:30].[O:35]=[CH:36][N:37]([CH3:38])[CH3:39]>>[CH3:1][O:2][c:3]1[cH:4][c:5]([N:12]2[CH2:13][CH2:14][CH:15]([N:18]3[CH:19]4[CH2:20][N:21]([CH2:32][CH2:33][F:34])[CH:22]([CH2:23]3)[CH2:24]4)[CH2:16][CH2:17]2)[cH:6][cH:7][c:8]1[N+:9](=[O:10])[O-:11]. Reactants: CC1=C[C@H]2[C@@H]3CC([C@H](C(C)=O)[C@]3(CC[C@@H]2[C@]2(CCC(C=C12)=O)C)C)CSC1=CC=CC=C1 (6-Methyl-16-(phenylsulfenylmethyl)-pregna-4,6-diene-3,20-dione), C1(=CC=CC=C1)C (toluene), CO (methanol), COP(OC)OC (trimethylphosphite). The solvent is C(C)N(CC)CC (triethylamine). Product: O[C@]1(C(C)=O)C(C[C@H]2[C@@H]3C=C(C4=CC(CC[C@]4(C)[C@H]3CC[C@]12C)=O)C)=C (17α-Hydroxy-6-methyl-16-methylenepregna-4,6-diene-3,20-dione). As a reaction SMILES: [CH3:1][C:2]1[C:21]2[C@:16]([CH3:23])([CH2:17][CH2:18][C:19](=[O:22])[CH:20]=2)[C@@H:15]2[C@H:4]([C@H:5]3[C@:12]([CH3:24])([CH2:13][CH2:14]2)[C@@H:8]([C:9](=[O:11])[CH3:10])[CH:7]([CH2:25]SC2C=CC=CC=2)[CH2:6]3)[CH:3]=1.C1(C)C=CC=CC=1.CO.C[O:43]P(OC)OC>C(N(CC)CC)C>[OH:43][C@:8]1([C@:12]2([CH3:24])[C@H:5]([C@H:4]3[C@H:15]([CH2:14][CH2:13]2)[C@:16]2([CH3:23])[C:21](=[CH:20][C:19](=[O:22])[CH2:18][CH2:17]2)[C:2]([CH3:1])=[CH:3]3)[CH2:6][C:7]1=[CH2:25])[C:9](=[O:11])[CH3:10]. Procedure: 6-Methyl-16-(phenylsulfenylmethyl)-pregna-4,6-diene-3,20-dione (VIA, Example 22, 150 mg), toluene (1.25 ml), methanol (0.216 ml), triethylamine (0.011 ml) and finally trimethylphosphite (0.076 ml) were added to a vial which was sealed, stirred and heated at 100° for 4.75 hr. The mixture was concentrated under reduced pressure to an oil which is TLC'd on silica gel eluting with acetone/methylene chloride (5/95) to give the title compound. The reactants are Br, CO, CCOC(C)=O, O=N[O-], Nc1cc2c(cc1[N+](=O)[O-])CCC2, [Na+], O, O=S(=O)(O)O. Product: O=[N+]([O-])c1cc2c(cc1Br)CCC2. As a reaction SMILES: [BrH:23].[CH3:24][OH:25].[CH3:27][CH2:28][O:29][C:30]([CH3:31])=[O:32].[N:19]([O-:20])=[O:21].[NH2:1][c:2]1[cH:3][c:4]2[c:8]([cH:9][c:10]1[N+:11](=[O:12])[O-:13])[CH2:7][CH2:6][CH2:5]2.[Na+:22].[OH2:26].[S:14](=[O:15])(=[O:16])([OH:17])[OH:18]>>[c:2]1([Br:23])[cH:3][c:4]2[c:8]([cH:9][c:10]1[N+:11](=[O:12])[O-:13])[CH2:7][CH2:6][CH2:5]2.